Dataset: the Open Reaction Database (ORD), a public repository of structured organic reaction records. Task: describe an organic reaction: reactants, conditions, products, and yield RXN SMILES: [C:42](=[O:43])([O-:44])[O-:45].[CH3:48][O:49][CH2:50][CH2:51][O:52][CH3:53].[CH:19]1([NH:22][C:23]([c:24]2[cH:25][c:26]([B:31]3[O:32][C:33]([CH3:34])([CH3:35])[C:36]([CH3:37])([CH3:38])[O:39]3)[c:27]([CH3:30])[cH:28][cH:29]2)=[O:40])[CH2:20][CH2:21]1.[Cl:1][c:2]1[cH:3][c:4]2[n:5]([c:6]([CH3:8])[cH:7]1)[c:9](-[c:12]1[c:13]([Cl:18])[cH:14][cH:15][cH:16][cH:17]1)[n:10][n:11]2.[Na+:46].[Na+:47].[OH2:41].[OH2:54]>>[c:2]1(-[c:26]2[cH:25][c:24]([C:23]([NH:22][CH:19]3[CH2:20][CH2:21]3)=[O:40])[cH:29][cH:28][c:27]2[CH3:30])[cH:3][c:4]2[n:5]([c:6]([CH3:8])[cH:7]1)[c:9](-[c:12]1[c:13]([Cl:18])[cH:14][cH:15][cH:16][cH:17]1)[n:10][n:11]2. Product: Cc1ccc(C(=O)NC2CC2)cc1-c1cc(C)n2c(-c3ccccc3Cl)nnc2c1. Reactants: O=C([O-])[O-], COCCOC, Cc1ccc(C(=O)NC2CC2)cc1B1OC(C)(C)C(C)(C)O1, Cc1cc(Cl)cc2nnc(-c3ccccc3Cl)n12, [Na+], [Na+], O, O. The reactants are NC1=CC(=C(C=C1)C)C (3,4-xylidine). Reagents/catalysts: [Pt] (platinum on carbon), OC=1C=C(C(=O)O)C=C(C1)O (3,5-dihydroxybenzoic acid). Run in C(C)C(=O)CC (diethyl ketone). Run at temperature 70 celsius. Yields the product CCC(CC)NC1=CC(=C(C=C1)C)C (N-3-pentyl-3,4-xylidine). The yield is 150.2%. Reaction SMILES: [NH2:1][C:2]1[CH:7]=[CH:6][C:5]([CH3:8])=[C:4]([CH3:9])[CH:3]=1>[Pt].OC1C=C(C=C(O)C=1)C(O)=O.C(C(CC)=O)C>[CH3:4][CH2:3][CH:2]([NH:1][C:2]1[CH:7]=[CH:6][C:5]([CH3:8])=[C:4]([CH3:9])[CH:3]=1)[CH2:7][CH3:6]. Procedure details: A Parr hydrogenation apparatus was charged with 1.2 grams 5% platinum on carbon, 0.62 g 3,5-dihydroxybenzoic acid (pKa=1.92), 24.2 grams 3,4-xylidine and 28.0 grams diethyl ketone. The mixture heated to 70° C. and hydrogenated at 35-60 psig. The mixture was cooled, filtered, the filter cake washed with methanol, and the organic phase (87.7 g) analyzed by gas-liquid chromatography. Thus, 28.7 g of N-3-pentyl-3,4-xylidine was obtained, corresponding to a yield of 75.1%. The reactants are BrC=1C=C(C2=C(CN(CO2)C(C)(C)C)C1)C1=CC=CC=C1 (6-bromo-3-(tert-butyl)-8-phenyl-3,4-dihydro-2H-benzo[e][1,3]oxazine), N1=CC=C(C=C1)B(O)O (pyridin-4-ylboronic acid), C([O-])([O-])=O.[K+].[K+] (potassium carbonate). The solvent is C(C)(C)O (isopropanol), O (water). Run at temperature 55 celsius. Product: C(C)(C)(C)NCC1=C(C(=CC(=C1)C1=CC=NC=C1)C1=CC=CC=C1)O (3-((tert-butylamino)methyl)-5-(pyridine-4-yl)-[1,1′-biphenyl]-2-ol). Isolated yield 32.4%. Reaction SMILES: Br[C:2]1[CH:3]=[C:4]([C:16]2[CH:21]=[CH:20][CH:19]=[CH:18][CH:17]=2)[C:5]2[O:10]C[N:8]([C:11]([CH3:14])([CH3:13])[CH3:12])[CH2:7][C:6]=2[CH:15]=1.[N:22]1[CH:27]=[CH:26][C:25](B(O)O)=[CH:24][CH:23]=1.C(=O)([O-])[O-].[K+].[K+]>C(O)(C)C.O>[C:11]([NH:8][CH2:7][C:6]1[CH:15]=[C:2]([C:25]2[CH:26]=[CH:27][N:22]=[CH:23][CH:24]=2)[CH:3]=[C:4]([C:16]2[CH:17]=[CH:18][CH:19]=[CH:20][CH:21]=2)[C:5]=1[OH:10])([CH3:14])([CH3:12])[CH3:13] |f:2.3.4|. Reported procedure: A mixture of 6-bromo-3-(tert-butyl)-8-phenyl-3,4-dihydro-2H-benzo[e][1,3]oxazine (from Example 42, Step 2) (0.404 g, 1.17 mmol), pyridin-4-ylboronic acid (0.288 g, 2.0 equiv), and potassium carbonate (0.647 g, 4 equiv) in isopropanol (30 mL) and water (6 mL) was purged with nitrogen for 20 minutes. Tetrakis(triphenylphosphine)Pd (0) (88 mg, 6.5 mol %) was added and the resulting mixture was heated at 55° C. for 4 hours. The cooled reaction mixture was concentrated and the resulting residue was p... Starting materials: C1=CC=CC=2C3=CC=CC=C3C(C12)COC(=O)N[C@@H]([C@@H](C)CC)C(=O)O (N-(9-Fluorenylmethoxycarbonyl)-L-isoleucine), C(C)OC(CNCC1=CC=CC=C1)=O (N-(benzyl)glycine ethyl ester). The product is C(C)OC(CN(CC1=CC=CC=C1)C([C@@H](NC(=O)OCC1C2=CC=CC=C2C=2C=CC=CC12)[C@@H](C)CC)=O)=O (N-(9-fluorenylmethoxycarbonyl)-L-isoleucyl-N-(benzyl)glycine ethyl ester). Reaction SMILES: [CH:1]1[C:13]2[CH:12]([CH2:14][O:15][C:16]([NH:18][C@H:19]([C:24](O)=[O:25])[C@H:20]([CH2:22][CH3:23])[CH3:21])=[O:17])[C:11]3[C:6](=[CH:7][CH:8]=[CH:9][CH:10]=3)[C:5]=2[CH:4]=[CH:3][CH:2]=1.[CH2:27]([O:29][C:30](=[O:40])[CH2:31][NH:32][CH2:33][C:34]1[CH:39]=[CH:38][CH:37]=[CH:36][CH:35]=1)[CH3:28]>>[CH2:27]([O:29][C:30](=[O:40])[CH2:31][N:32]([C:24](=[O:25])[C@H:19]([C@H:20]([CH2:22][CH3:23])[CH3:21])[NH:18][C:16]([O:15][CH2:14][CH:12]1[C:11]2[CH:10]=[CH:9][CH:8]=[CH:7][C:6]=2[C:5]2[C:13]1=[CH:1][CH:2]=[CH:3][CH:4]=2)=[O:17])[CH2:33][C:34]1[CH:39]=[CH:38][CH:37]=[CH:36][CH:35]=1)[CH3:28]. Procedure details: N-(9-Fluorenylmethoxycarbonyl)-L-isoleucine (1.36 g) and N-(benzyl)glycine ethyl ester (770 mg) were reacted in the same manner as in Preparation Example 52 to obtain the title compound. Reaction SMILES: [Br:1][c:2]1[c:3]([F:17])[c:4]2[c:5]([n:6][c:7]([CH:9]3[CH2:10][CH2:11]3)[o:8]2)[c:12]([C:15]#[N:16])[c:13]1[CH3:14].[CH2:37]1[O:38][CH2:39][CH2:40][O:41][CH2:42]1.[Cl-:35].[K+:32].[K+:33].[K+:34].[NH4+:36].[OH:18][B:19]([OH:20])[c:21]1[cH:22][cH:23][cH:24][cH:25][cH:26]1.[P:27]([O-:28])([O-:29])([O-:30])=[O:31].[cH:43]1[cH:44][cH:45][c:46]([P:47]([Pd:48]([P:49]([c:50]2[cH:51][cH:52][cH:53][cH:54][cH:55]2)([c:56]2[cH:57][cH:58][cH:59][cH:60][cH:61]2)[c:62]2[cH:63][cH:64][cH:65][cH:66][cH:67]2)([P:68]([c:69]2[cH:70][cH:71][cH:72][cH:73][cH:74]2)([c:75]2[cH:76][cH:77][cH:78][cH:79][cH:80]2)[c:81]2[cH:82][cH:83][cH:84][cH:85][cH:86]2)[P:87]([c:88]2[cH:89][cH:90][cH:91][cH:92][cH:93]2)([c:94]2[cH:95][cH:96][cH:97][cH:98][cH:99]2)[c:100]2[cH:101][cH:102][cH:103][cH:104][cH:105]2)([c:106]2[cH:107][cH:108][cH:109][cH:110][cH:111]2)[c:112]2[cH:113][cH:114][cH:115][cH:116][cH:117]2)[cH:118][cH:119]1>>[c:2]1(-[c:21]2[cH:22][cH:23][cH:24][cH:25][cH:26]2)[c:3]([F:17])[c:4]2[c:5]([n:6][c:7]([CH:9]3[CH2:10][CH2:11]3)[o:8]2)[c:12]([C:15]#[N:16])[c:13]1[CH3:14]. Starting materials: Cc1c(Br)c(F)c2oc(C3CC3)nc2c1C#N, C1COCCO1, [Cl-], [K+], [K+], [K+], [NH4+], OB(O)c1ccccc1, O=P([O-])([O-])[O-], c1ccc(P(c2ccccc2)(c2ccccc2)[Pd](P(c2ccccc2)(c2ccccc2)c2ccccc2)(P(c2ccccc2)(c2ccccc2)c2ccccc2)P(c2ccccc2)(c2ccccc2)c2ccccc2)cc1. Product: Cc1c(-c2ccccc2)c(F)c2oc(C3CC3)nc2c1C#N. The reactants are N12CCCCCC2=NCCC1 (1,8-diazabicyclo[5.4.0]undec-7-ene), C(C)(=O)[O-].[Na+] (Sodium acetate), BrBr (bromine), BrC1=COC2=NC(=C(C=C21)C(=O)OCC)C(=O)OCC (diethyl 3-bromofuro[2,3-b]pyridine-5,6-dicarboxylate). Solvent: C(Cl)Cl (methylene chloride). Reaction conditions: time 4 day. Product: BrC1=C(C=2C(=NC(=C(C2)C(=O)OCC)C(=O)OCC)O1)Br (diethyl 2,3-dibromofuro[2,3-b]pyridine-5,6-dicarboxylate). As a reaction SMILES: C([O-])(=O)C.[Na+].[Br:6]Br.[Br:8][C:9]1[C:17]2[C:12](=[N:13][C:14]([C:23]([O:25][CH2:26][CH3:27])=[O:24])=[C:15]([C:18]([O:20][CH2:21][CH3:22])=[O:19])[CH:16]=2)[O:11][CH:10]=1.N12CCCN=C1CCCCC2>C(Cl)Cl>[Br:6][C:10]1[O:11][C:12]2=[N:13][C:14]([C:23]([O:25][CH2:26][CH3:27])=[O:24])=[C:15]([C:18]([O:20][CH2:21][CH3:22])=[O:19])[CH:16]=[C:17]2[C:9]=1[Br:8] |f:0.1|. Procedure details: Sodium acetate (2.40 g, 0.0292 mol) and bromine (7.5 mL, 0.146 mol) are added to a solution of diethyl 3-bromofuro[2,3-b]pyridine-5,6-dicarboxylate (5.00 g, 0.0146 mol) in methylene chloride (150 mL). The mixture is stirred at room temperature for four days then washed with aqueous sodium bisulfate to remove unreacted bromine. The aqueous solution is then back extracted with methylene chloride. The organic solution is combined, dried over sodium sulfate and filtered. To the filtrate is added 1,8... Reactants: OC=1C=C(C=CC1)C(C)=O (3′-hydroxyacetophenone), BrCCCCl (1-bromo-3-chloropropane), C([O-])([O-])=O.[K+].[K+] (potassium carbonate). Solvent: CC(=O)C (acetone). Yields the product ClCCCOC=1C=C(C=CC1)C(C)=O (1-[3-(3-Chloro-propoxy)-phenyl]-ethanone). As a reaction SMILES: [OH:1][C:2]1[CH:3]=[C:4]([C:8](=[O:10])[CH3:9])[CH:5]=[CH:6][CH:7]=1.Br[CH2:12][CH2:13][CH2:14][Cl:15].C(=O)([O-])[O-].[K+].[K+]>CC(C)=O>[Cl:15][CH2:14][CH2:13][CH2:12][O:1][C:2]1[CH:3]=[C:4]([C:8](=[O:10])[CH3:9])[CH:5]=[CH:6][CH:7]=1 |f:2.3.4|. Procedure details: A mixture of 3′-hydroxyacetophenone (5 g) and 1-bromo-3-chloropropane (5.0 mL) in acetone (40 mL) was treated with potassium carbonate (8.1 g). The mixture was stirred at reflux temperature for 17 hours. The reaction was cooled to ambient temperature and filtered. The filtrate was concentrated in vacuo. The residue was partitioned between dichloromethane (50 mL) and H2O (50 mL). The aqueous phase was washed with two fresh portions of dichloromethane. The combined organic phases were washed with ... Reactants: CCCCCCc1cc2c(cc1O)C(=O)CC2, CCOC(=O)CCCBr, CC[O-], CCO, [Na+], O. Yields the product CCCCCCc1cc2c(cc1OCCCC(=O)OCC)C(=O)CC2. Reaction SMILES: [CH2:14]([CH2:15][CH2:16][CH2:17][CH2:18][CH3:19])[c:20]1[cH:21][c:22]2[c:26]([cH:27][c:28]1[OH:29])[C:25](=[O:30])[CH2:24][CH2:23]2.[CH2:1]([CH3:2])[O:3][C:4]([CH2:5][CH2:6][CH2:7][Br:8])=[O:9].[CH3:11][CH2:12][O-:13].[CH3:32][CH2:33][OH:34].[Na+:10].[OH2:31]>>[CH2:1]([CH3:2])[O:3][C:4]([CH2:5][CH2:6][CH2:7][O:29][c:28]1[c:20]([CH2:14][CH2:15][CH2:16][CH2:17][CH2:18][CH3:19])[cH:21][c:22]2[c:26]([cH:27]1)[C:25](=[O:30])[CH2:24][CH2:23]2)=[O:9].